From a dataset of the Open Reaction Database (ORD), a public repository of structured organic reaction records. describe an organic reaction: reactants, conditions, products, and yield Run in ClC(C)Cl (dichloroethane), O (water), ClC(C)Cl (dichloroethane). Yields the product C(C)(C)C1=C(NC(=C1)C)C=O (3-Isopropyl-5-methylpyrrole-2-carboxaldehyde). The yield is 67.0%. Reaction SMILES: CN([CH:4]=[O:5])C.O=P(Cl)(Cl)Cl.[CH:11]([C:14]1[CH:18]=[C:17]([CH3:19])[NH:16][CH:15]=1)([CH3:13])[CH3:12].[OH-].[Na+]>ClC(Cl)C.O>[CH:11]([C:14]1[CH:18]=[C:17]([CH3:19])[NH:16][C:15]=1[CH:4]=[O:5])([CH3:13])[CH3:12] |f:3.4|. Procedure: To a solution of anhydrous DMF (2.1 ml, 27 mmol) in anhydrous dichloroethane (50 ml) at 0° C. under nitrogen, POCl3 (2.1 ml, 23 mmol) was added dropwise. The solution was allowed to warm at room temperature for 1 h. Then, the suspension was cooled at 0° C. and a solution of 3-isopropyl-5-methylpyrrole (2 g, 16 mmol) in dichloroethane (20 ml) was added dropwise over 20 min. After stirring at room temperature for 24 h, water followed by NaOH were added to pH: 8. The organic layer was extracted, dr... The reactants are CN(C)C=O (DMF), O=P(Cl)(Cl)Cl (POCl3), [OH-].[Na+] (NaOH), C(C)(C)C1=CNC(=C1)C (3-isopropyl-5-methylpyrrole). Conditions: time 24 hour. Product: CCCCC(C(=O)O)n1c(=O)c2ccc(OC)cc2n(Cc2cn(C)c3cccc(C)c23)c1=O. RXN SMILES: [CH3:1][O:2][C:3]([CH:4]([CH2:5][CH2:6][CH2:7][CH3:8])[n:9]1[c:10](=[O:34])[n:11]([CH2:22][c:23]2[cH:24][n:25]([CH3:33])[c:26]3[cH:27][cH:28][cH:29][c:30]([CH3:32])[c:31]23)[c:12]2[cH:13][c:14]([O:20][CH3:21])[cH:15][cH:16][c:17]2[c:18]1=[O:19])=[O:35].[O:36]1[CH2:37][CH2:38][O:39][CH2:40][CH2:41]1.[OH2:42]>>[O:2]=[C:3]([CH:4]([CH2:5][CH2:6][CH2:7][CH3:8])[n:9]1[c:10](=[O:34])[n:11]([CH2:22][c:23]2[cH:24][n:25]([CH3:33])[c:26]3[cH:27][cH:28][cH:29][c:30]([CH3:32])[c:31]23)[c:12]2[cH:13][c:14]([O:20][CH3:21])[cH:15][cH:16][c:17]2[c:18]1=[O:19])[OH:35]. The reactants are CCCCC(C(=O)OC)n1c(=O)c2ccc(OC)cc2n(Cc2cn(C)c3cccc(C)c23)c1=O, C1COCCO1, O. Reactants: CCOC(=O)CC(CC(C)=O)C(=O)OCC, CCO, [Na]. The product is CCOC(=O)C1CC(=O)CC(=O)C1, [Na]. As a reaction SMILES: [CH2:2]([C:3](=[O:4])[CH3:5])[CH:6]([C:7](=[O:8])[O:9][CH2:10][CH3:11])[CH2:12][C:13]([O:15][CH2:14][CH3:16])=[O:17].[CH3:18][CH2:19][OH:20].[Na:1]>>[CH2:2]1[C:3](=[O:4])[CH2:5][C:13](=[O:15])[CH2:12][CH:6]1[C:7](=[O:8])[O:9][CH2:10][CH3:11].[Na:1]. The reactants are Cc1cc(OCc2ccc(-c3ccccc3-c3nnn(C(c4ccccc4)(c4ccccc4)c4ccccc4)n3)cc2)c2c(n1)CCOC2, CCO, CO, Cl. The product is Cc1cc(OCc2ccc(-c3ccccc3-c3nnn[nH]3)cc2)c2c(n1)CCOC2, Cl. Reaction SMILES: [CH3:2][c:3]1[cH:4][c:5]([O:13][CH2:14][c:15]2[cH:16][cH:17][c:18](-[c:21]3[c:22](-[c:27]4[n:28][n:29][n:30]([C:32]([c:33]5[cH:34][cH:35][cH:36][cH:37][cH:38]5)([c:39]5[cH:40][cH:41][cH:42][cH:43][cH:44]5)[c:45]5[cH:46][cH:47][cH:48][cH:49][cH:50]5)[n:31]4)[cH:23][cH:24][cH:25][cH:26]3)[cH:19][cH:20]2)[c:6]2[c:7]([n:8]1)[CH2:9][CH2:10][O:11][CH2:12]2.[CH3:51][CH2:52][OH:53].[CH3:54][OH:55].[ClH:1]>>[CH3:2][c:3]1[cH:4][c:5]([O:13][CH2:14][c:15]2[cH:16][cH:17][c:18](-[c:21]3[c:22](-[c:27]4[nH:28][n:29][n:30][n:31]4)[cH:23][cH:24][cH:25][cH:26]3)[cH:19][cH:20]2)[c:6]2[c:7]([n:8]1)[CH2:9][CH2:10][O:11][CH2:12]2.[ClH:1]. The reactants are Cc1cccc(-c2sc(C)nc2C(=O)O)c1, O=C(NCC1NCC2CCCC21)c1nsc2ccccc12. Yields the product Cc1cccc(-c2sc(C)nc2C(=O)N2CC3CCCC3C2CNC(=O)c2nsc3ccccc23)c1. As a reaction SMILES: [CH3:22][c:23]1[s:24][c:25](-[c:31]2[cH:32][c:33]([CH3:37])[cH:34][cH:35][cH:36]2)[c:26]([C:28](=[O:29])[OH:30])[n:27]1.[CH:1]12[CH:2]([CH2:9][NH:10][C:11](=[O:12])[c:13]3[n:14][s:15][c:16]4[c:17]3[cH:18][cH:19][cH:20][cH:21]4)[NH:3][CH2:4][CH:5]1[CH2:6][CH2:7][CH2:8]2>>[CH:1]12[CH:2]([CH2:9][NH:10][C:11](=[O:12])[c:13]3[n:14][s:15][c:16]4[c:17]3[cH:18][cH:19][cH:20][cH:21]4)[N:3]([C:28]([c:26]3[c:25](-[c:31]4[cH:32][c:33]([CH3:37])[cH:34][cH:35][cH:36]4)[s:24][c:23]([CH3:22])[n:27]3)=[O:29])[CH2:4][CH:5]1[CH2:6][CH2:7][CH2:8]2. The reactants are S(O)(O)(=O)=O (Sulfuric acid), Cl.ClC1=C(C=C(C=C1)NN)F (4-chloro-3-fluorophenyl hydrazine hydrochloride), CN1C(CCCC1)=O (N-Methyl piperidone). Run in O1CCOCC1 (dioxane). Reaction conditions: time 5 minute. Yields the product ClC1=C(C=2C3=C(NC2C=C1)CCN(C3)C)F (8-chloro-9-fluoro-2,3,4,5-tetrahydro-2-methyl-1H-pyrido[4,3-b]indole). Reaction SMILES: S(=O)(=O)(O)O.Cl.[Cl:7][C:8]1[CH:13]=[CH:12][C:11]([NH:14]N)=[CH:10][C:9]=1[F:16].[CH3:17][N:18]1[CH2:23][CH2:22][CH2:21][CH2:20][C:19]1=O>O1CCOCC1>[Cl:7][C:8]1[CH:13]=[CH:12][C:11]2[NH:14][C:21]3[CH2:22][CH2:23][N:18]([CH3:17])[CH2:19][C:20]=3[C:10]=2[C:9]=1[F:16] |f:1.2|. Reported procedure: Sulfuric acid is added to a solution of 4-chloro-3-fluorophenyl hydrazine hydrochloride (1 equiv.) in dioxane, and stirred for 5 min. at RT. N-Methyl piperidone (0.76-1.4 equiv.) is added and the mixture is heated at 80° C. for 3 h. After completion, as monitored by TLC, the reaction mixture is concentrated under reduced pressure and basified to pH 10 using 10% aqueous KOH solution, extracted with EtOAc, dried over anhydrous sodium sulfate and concentrated under reduced pressure using rotary eva...